From a dataset of the Open Reaction Database (ORD), a public repository of structured organic reaction records. describe an organic reaction: reactants, conditions, products, and yield Starting materials: [H-] (hydride), N1=CC=C(C=C1)N1CCN(CC1)C1=CC=C(C=C1)O (4-[4-(4-pyridyl)piperazin-1-yl]phenol), C(C)OC(CC(CBr)C)=O (ethyl-4-bromo-3-methylbutyrate). The solvent is CN(C)C=O (DMF). Conditions: time 1 hour. Product: CC(CC(=O)OCC)COC1=CC=C(C=C1)N1CCN(CC1)C1=CC=NC=C1 (ethyl 3-methyl-4-[4-[4-(4-pyridyl)piperazin-1-yl]phenoxy]butyrate). As a reaction SMILES: [N:1]1[CH:6]=[CH:5][C:4]([N:7]2[CH2:12][CH2:11][N:10]([C:13]3[CH:18]=[CH:17][C:16]([OH:19])=[CH:15][CH:14]=3)[CH2:9][CH2:8]2)=[CH:3][CH:2]=1.[H-].[CH2:21]([O:23][C:24](=[O:30])[CH2:25][CH:26]([CH3:29])[CH2:27]Br)[CH3:22]>CN(C=O)C>[CH3:27][CH:26]([CH2:29][O:19][C:16]1[CH:17]=[CH:18][C:13]([N:10]2[CH2:9][CH2:8][N:7]([C:4]3[CH:5]=[CH:6][N:1]=[CH:2][CH:3]=3)[CH2:12][CH2:11]2)=[CH:14][CH:15]=1)[CH2:25][C:24]([O:23][CH2:21][CH3:22])=[O:30]. Procedure: To a stirred suspension of 4-[4-(4-pyridyl)piperazin-1-yl]phenol (1.02 g) in dry DMF (10 ml) was added solution hydride (60% dispersion in mineral oil, 0.16 g) and the mixture stirred for 1 hour at room temperature. To the resulting solution was added ethyl-4-bromo-3-methylbutyrate and the mixture stirred for 16 hours. Solvent was evaporated and the residue partitioned between water and dichloromethane. Insoluble material was removed by centrifugation. The organic layer was filtered through phas... The reactants are O (water), N1=CC=CC=C1 (pyridine), FC1=CC=C(C(=O)Cl)C=C1 (4-fluorobenzoyl chloride), Cl.NC1CC=C(CC1)C (1-amino-4-methylcyclohex-3-ene hydrochloride). Run in C(C)(=O)OCC (ethyl acetate), ClCCl (dichloromethane). Run at time 1 hour. The product is FC1=CC=C(C(=O)NC2CC=C(CC2)C)C=C1 (1-(4-fluorobenzoylamino)-4-methylcyclohex-3-ene). RXN SMILES: Cl.[NH2:2][CH:3]1[CH2:8][CH2:7][C:6]([CH3:9])=[CH:5][CH2:4]1.N1C=CC=CC=1.[F:16][C:17]1[CH:25]=[CH:24][C:20]([C:21](Cl)=[O:22])=[CH:19][CH:18]=1.O>ClCCl.C(OCC)(=O)C>[F:16][C:17]1[CH:25]=[CH:24][C:20]([C:21]([NH:2][CH:3]2[CH2:8][CH2:7][C:6]([CH3:9])=[CH:5][CH2:4]2)=[O:22])=[CH:19][CH:18]=1 |f:0.1|. Procedure: To a suspension of 1-amino-4-methylcyclohex-3-ene hydrochloride (0.103 g) in dichloromethane (5 ml) were added in turn pyridine (0.14 ml) and 4-fluorobenzoyl chloride (83 μl) at 0° C. The mixture was allowed to warm to ambient temperature and stirred for 1 hour, which was taken up into a mixture of water and ethyl acetate. The separated organic layer was washed in turn with hydrochloric acid (1N), aqueous sodium hydrogen carbonate, and brine, and dried over magnesium sulfate. Evaporation under r... Starting materials: C(C)(=O)O (acetic acid), [Si](C1=CC=CC=C1)(C1=CC=CC=C1)(C(C)(C)C)OC[C@H](CCNC(OC(C)(C)C)=O)NC(OC(C)(C)C)=O ((S)-di-tert-butyl (4-((tert-butyldiphenylsilyl)oxy)butane-1,3-diyl)dicarbamate), [OH-].[Na+] (sodium hydroxide). Solvent: CO (MeOH), O (water). Conditions: temperature 70 celsius. Product: OC[C@H](CCNC(OC(C)(C)C)=O)NC(OC(C)(C)C)=O ((S)-di-tert-butyl (4-hydroxybutane-1,3-diyl)dicarbamate). The yield is 47.7%. RXN SMILES: [Si]([O:18][CH2:19][C@@H:20]([NH:31][C:32](=[O:38])[O:33][C:34]([CH3:37])([CH3:36])[CH3:35])[CH2:21][CH2:22][NH:23][C:24](=[O:30])[O:25][C:26]([CH3:29])([CH3:28])[CH3:27])(C(C)(C)C)(C1C=CC=CC=1)C1C=CC=CC=1.[OH-].[Na+].C(O)(=O)C>CO.O>[OH:18][CH2:19][C@@H:20]([NH:31][C:32](=[O:38])[O:33][C:34]([CH3:37])([CH3:36])[CH3:35])[CH2:21][CH2:22][NH:23][C:24](=[O:30])[O:25][C:26]([CH3:27])([CH3:29])[CH3:28] |f:1.2|. Procedure: To a solution of (S)-di-tert-butyl (4-((tert-butyldiphenylsilyl)oxy)butane-1,3-diyl)dicarbamate (6.25 g, 11.51 mmol) in MeOH (100 mL) was added sodium hydroxide (1.38 g, 34.5 mmol) in water (20.0 mL). The mixture was heated to 70° C. for 18 h then cooled to room temperature and partially concentrated in vacuo. DCM was then added and the mixture was cooled to 0° C., whereupon acetic acid (2.31 mL, 40.3 mmol) was added. The organic layer was then separated, washed with saturated NaHCO3 (aq) and br... Reactants: CN(C1=CC=C(C=O)C=C1)C (4-dimethylamino-benzaldehyde), [Cl-].N[N+]1=C(N(C=C1)N)CCC (1,3-diamino-2-propyl-imidazolium chloride). Solvent: C(C)(=O)O (acetic acid). Conditions: time 2 day. The product is [Cl-].CN(C1=CC=C(C=N[N+]2=C(N(C=C2)N=CC2=CC=C(C=C2)N(C)C)CCC)C=C1)C (1,3-bis[[p-(dimethylamino)benzylidene]amino]-2-propyl-imidazolium chloride). RXN SMILES: [CH3:1][N:2]([CH3:11])[C:3]1[CH:10]=[CH:9][C:6]([CH:7]=O)=[CH:5][CH:4]=1.[Cl-:12].[NH2:13][N+:14]1[CH:18]=[CH:17][N:16]([NH2:19])[C:15]=1[CH2:20][CH2:21][CH3:22]>C(O)(=O)C>[Cl-:12].[CH3:1][N:2]([CH3:11])[C:3]1[CH:10]=[CH:9][C:6]([CH:7]=[N:13][N+:14]2[CH:18]=[CH:17][N:16]([N:19]=[CH:7][C:6]3[CH:9]=[CH:10][C:3]([N:2]([CH3:11])[CH3:1])=[CH:4][CH:5]=3)[C:15]=2[CH2:20][CH2:21][CH3:22])=[CH:5][CH:4]=1 |f:1.2,4.5|. Procedure details: 1.49 g (10 mmol) of 4-dimethylamino-benzaldehyde are added to a solution of 0.88 g (5 mmol) of 1,3-diamino-2-propyl-imidazolium chloride in 15 ml of glacial acetic acid. After leaving to stand at room temperature for 2 days the product is crystallized out by the addition of ether and then recrystallized from ethanol. There is obtained 1,3-bis[[p-(dimethylamino)benzylidene]amino]-2-propyl-imidazolium chloride of melting point 252°. Procedure: A mixture of 6-(3-morpholinopropoxy)-7-methoxy-2-methylquinazolin-4(3H)-one (600 mg), thionyl chloride (20 mL) and DMF (0.5 mL) was refluxed for 3 h. The reaction mixture was attained to rt and poured into ice cold water and stirred for 10 min. The solution was basified with ammonia solution and extracted with chloroform (3×100 mL). The combined CHCl3 layer was washed water, brine and dried over sodium sulfate. The solution was filtered and evaporated the solvent to give the product as a yellow ... Yield: 79.0%. The reactants are O1CCN(CC1)CCCOC=1C=C2C(NC(=NC2=CC1OC)C)=O (6-(3-morpholinopropoxy)-7-methoxy-2-methylquinazolin-4(3H)-one), S(=O)(Cl)Cl (thionyl chloride), N (ammonia). Reaction conditions: time 10 minute. Reaction SMILES: [O:1]1[CH2:6][CH2:5][N:4]([CH2:7][CH2:8][CH2:9][O:10][C:11]2[CH:12]=[C:13]3[C:18](=[CH:19][C:20]=2[O:21][CH3:22])[N:17]=[C:16]([CH3:23])[NH:15][C:14]3=O)[CH2:3][CH2:2]1.S(Cl)([Cl:27])=O.N>CN(C=O)C>[O:1]1[CH2:6][CH2:5][N:4]([CH2:7][CH2:8][CH2:9][O:10][C:11]2[CH:12]=[C:13]3[C:18](=[CH:19][C:20]=2[O:21][CH3:22])[N:17]=[C:16]([CH3:23])[N:15]=[C:14]3[Cl:27])[CH2:3][CH2:2]1. Solvent: CN(C)C=O (DMF). Product: O1CCN(CC1)CCCOC=1C=C2C(=NC(=NC2=CC1OC)C)Cl (6-(3-Morpholinopropoxy)-4-chloro-7-methoxy-2-methylquinazoline). Reactants: O=C([O-])[O-], CCCCC1CCNCC1, COC(=O)CCCBr, CC#N, [K+], [K+]. Yields the product CCCCC1CCN(CCCC(=O)OC)CC1. RXN SMILES: [C:19](=[O:20])([O-:21])[O-:22].[CH2:9]([CH2:10][CH2:11][CH3:12])[CH:13]1[CH2:14][CH2:15][NH:16][CH2:17][CH2:18]1.[CH3:1][O:2][C:3]([CH2:4][CH2:5][CH2:6][Br:7])=[O:8].[CH3:25][C:26]#[N:27].[K+:23].[K+:24]>>[CH3:1][O:2][C:3]([CH2:4][CH2:5][CH2:6][N:16]1[CH2:15][CH2:14][CH:13]([CH2:9][CH2:10][CH2:11][CH3:12])[CH2:18][CH2:17]1)=[O:8].